Dataset: the Open Reaction Database (ORD), a public repository of structured organic reaction records. Task: describe an organic reaction: reactants, conditions, products, and yield Reactants: ice, C(C)SC1=C(C=CC=C1)C1=NC=2C(=NC=C(C2)C(F)(F)F)N1C (2-(2-ethylsulfanylphenyl)-3-methyl-6-trifluoromethyl-3H-imidazo[4,5-b]pyridine), I(=O)(=O)(=O)[O-].[Na+] (sodium periodate), CO (methanol). The solvent is O (water), C1CCOC1 (THF), O (water). Reaction conditions: time 20 minute. The product is C(C)S(=O)C1=C(C=CC=C1)C1=NC=2C(=NC=C(C2)C(F)(F)F)N1C (2-(2-ethylsulfinylphenyl)-3-methyl-6-trifluoromethyl-3H-imidazo[4,5-b]pyridine). The yield is 76.4%. Reaction SMILES: [CH2:1]([S:3][C:4]1[CH:9]=[CH:8][CH:7]=[CH:6][C:5]=1[C:10]1[N:22]([CH3:23])[C:13]2=[N:14][CH:15]=[C:16]([C:18]([F:21])([F:20])[F:19])[CH:17]=[C:12]2[N:11]=1)[CH3:2].I([O-])(=O)(=O)=[O:25].[Na+].CO>O.C1COCC1>[CH2:1]([S:3]([C:4]1[CH:9]=[CH:8][CH:7]=[CH:6][C:5]=1[C:10]1[N:22]([CH3:23])[C:13]2=[N:14][CH:15]=[C:16]([C:18]([F:21])([F:19])[F:20])[CH:17]=[C:12]2[N:11]=1)=[O:25])[CH3:2] |f:1.2|. Procedure details: A mixture of 2-(2-ethylsulfanylphenyl)-3-methyl-6-trifluoromethyl-3H-imidazo[4,5-b]pyridine (0.25 g), sodium periodate (0.24 g), methanol (6 ml), water (2 ml), and THF (0.8 ml) was stirred at room temperature for 20 minutes, and then heated to 50° C., and stirred with heating for further 1.5 hours. To the ice-cooled reaction mixture, water was added. The precipitated crystal was collected by filtration. The obtained crystal was dissolved in ethyl acetate, and washed with saturated aqueous sodium...